This data is from the Open Reaction Database (ORD), a public repository of structured organic reaction records. The task is: describe an organic reaction: reactants, conditions, products, and yield Reactants: CCOC(=O)c1cc2ccccc2n1N, CCO, O=Cc1ccc(F)cc1. Product: CCOC(=O)c1cc2ccccc2n1N=Cc1ccc(F)cc1. As a reaction SMILES: [CH2:1]([CH3:2])[O:3][C:4](=[O:5])[c:6]1[n:7]([NH2:15])[c:8]2[cH:9][cH:10][cH:11][cH:12][c:13]2[cH:14]1.[CH3:25][CH2:26][OH:27].[F:16][c:17]1[cH:18][cH:19][c:20]([CH:21]=[O:22])[cH:23][cH:24]1>>[CH2:1]([CH3:2])[O:3][C:4](=[O:5])[c:6]1[n:7]([N:15]=[CH:21][c:20]2[cH:19][cH:18][c:17]([F:16])[cH:24][cH:23]2)[c:8]2[cH:9][cH:10][cH:11][cH:12][c:13]2[cH:14]1. Reactants: C(\C=C\C(=O)O)(=O)O (fumaric acid), C1(=CC=CC=C1)C(CCN1CCCCC1)NC(=O)CC1=NC2=CC=CC=C2C=C1 (N-(1-phenyl-3-piperidinopropyl)quinaldinamide). The solvent is C(C)O (ethanol), C(C)O (ethanol), CC(=O)C (acetone). Yields the product C(\C=C\C(=O)O)(=O)O.C1(=CC=CC=C1)C(CCN1CCCCC1)NC(=O)CC1=NC2=CC=CC=C2C=C1 (N-(1-Phenyl-3-piperidinopropyl)quinaldinamide fumarate). Yield: 76.0%. Reaction SMILES: [C:1]1([CH:7]([NH:16][C:17]([CH2:19][C:20]2[CH:29]=[CH:28][C:27]3[C:22](=[CH:23][CH:24]=[CH:25][CH:26]=3)[N:21]=2)=[O:18])[CH2:8][CH2:9][N:10]2[CH2:15][CH2:14][CH2:13][CH2:12][CH2:11]2)[CH:6]=[CH:5][CH:4]=[CH:3][CH:2]=1.[C:30]([OH:37])(=[O:36])/[CH:31]=[CH:32]/[C:33]([OH:35])=[O:34]>C(O)C.CC(C)=O>[C:30]([OH:37])(=[O:36])/[CH:31]=[CH:32]/[C:33]([OH:35])=[O:34].[C:1]1([CH:7]([NH:16][C:17]([CH2:19][C:20]2[CH:29]=[CH:28][C:27]3[C:22](=[CH:23][CH:24]=[CH:25][CH:26]=3)[N:21]=2)=[O:18])[CH2:8][CH2:9][N:10]2[CH2:15][CH2:14][CH2:13][CH2:12][CH2:11]2)[CH:6]=[CH:5][CH:4]=[CH:3][CH:2]=1 |f:4.5|. Procedure: To a solution of 3.02 g (8.1 mmol.) of N-(1-phenyl-3-piperidinopropyl)quinaldinamide in a mixture of 18 ml of ethanol and 8 ml of acetone was added a solution of 0.939 g (8.1 mmol.) of fumaric acid in 20 ml of hot ethanol. The resulting mixture was stirred at room temperature and subsequently under chilling with ice. Precipitated crystals were collected by filtration and washed with acetone. The washed crystals were suspended in 60 ml of n-hexane and the suspension was refluxed for 1.5 hours. Th... Reactants: CC(=O)Cl, CC#N, CCN(C(C)C)C(C)C, Cc1ccc2cccc(OCc3c(Cl)ccc(N(C)C(=O)Cc4ccc(C(=O)c5ccc(N)cc5)n4C)c3Cl)c2n1. The product is CC(=O)Nc1ccc(C(=O)c2ccc(CC(=O)N(C)c3ccc(Cl)c(COc4cccc5ccc(C)nc45)c3Cl)n2C)cc1. RXN SMILES: [CH3:51][C:52]([Cl:53])=[O:54].[CH3:55][C:56]#[N:57].[CH:42]([N:43]([CH:44]([CH3:45])[CH3:46])[CH2:47][CH3:48])([CH3:49])[CH3:50].[NH2:1][c:2]1[cH:3][cH:4][c:5]([C:6](=[O:7])[c:8]2[cH:9][cH:10][c:11]([CH2:14][C:15](=[O:16])[N:17]([CH3:18])[c:19]3[c:20]([Cl:39])[c:21]([CH2:26][O:27][c:28]4[cH:29][cH:30][cH:31][c:32]5[cH:33][cH:34][c:35]([CH3:38])[n:36][c:37]45)[c:22]([Cl:25])[cH:23][cH:24]3)[n:12]2[CH3:13])[cH:40][cH:41]1>>[NH:1]([c:2]1[cH:3][cH:4][c:5]([C:6](=[O:7])[c:8]2[cH:9][cH:10][c:11]([CH2:14][C:15](=[O:16])[N:17]([CH3:18])[c:19]3[c:20]([Cl:39])[c:21]([CH2:26][O:27][c:28]4[cH:29][cH:30][cH:31][c:32]5[cH:33][cH:34][c:35]([CH3:38])[n:36][c:37]45)[c:22]([Cl:25])[cH:23][cH:24]3)[n:12]2[CH3:13])[cH:40][cH:41]1)[C:52]([CH3:51])=[O:54]. The reactants are BrC1=CC=C2CCC(C2=C1)=O (6-bromo-2,3-dihydro-1H-inden-1-one), BrCC1=CC=CC2=CC=CC(=C12)CBr (1,8-bis(bromomethyl)naphthalene), [H-].[Na+] (NaH). The solvent is C1CCOC1 (THF). Product: BrC1=CC=C2CC3(CC=4C=CC=C5C=CC=C(C3)C45)C(C2=C1)=O (6-bromo-1′,3′-dihydrospiro[indene-2,2′-phenalen]-1(3H)-one). Yield: 55.9%. Reaction SMILES: [Br:1][C:2]1[CH:10]=[C:9]2[C:5]([CH2:6][CH2:7][C:8]2=[O:11])=[CH:4][CH:3]=1.Br[CH2:13][C:14]1[C:23]2[C:18](=[CH:19][CH:20]=[CH:21][C:22]=2[CH2:24]Br)[CH:17]=[CH:16][CH:15]=1.[H-].[Na+]>C1COCC1>[Br:1][C:2]1[CH:10]=[C:9]2[C:5]([CH2:6][C:7]3([C:8]2=[O:11])[CH2:24][C:22]2[C:23]4[C:18]([CH:19]=[CH:20][CH:21]=2)=[CH:17][CH:16]=[CH:15][C:14]=4[CH2:13]3)=[CH:4][CH:3]=1 |f:2.3|. Procedure details: A mixture of 6-bromo-2,3-dihydro-1H-inden-1-one (400 mg, 1.9 mmol) and 1,8-bis(bromomethyl)naphthalene (596 mg, 1.9 mmol) in THF (20 mL) was added NaH (152 mg, 3.8 mmol) at room temperature, the mixture was heated under reflux for 2 h. The mixture was quenched with water, concentrated, then extracted with CH2Cl2, washed with brine, dried over Na2SO4 and concentrated to give 6-bromo-1′,3′-dihydrospiro[indene-2,2′-phenalen]-1(3H)-one (386 mg, 56%). 1H-NMR (CDCl3): 2.79 (d, 2H), 3.50 (d, 2H), 7.12 ... The reactants are C(C)OC(=O)C1(CCN(CC1)C)S(=O)(=O)C1=CC=C(C=C1)OCCCC (1-methyl-4-(4-butoxy-benzenesulfonyl)-piperidine-4-carboxylic acid ethyl ester), 1A. Solvent: [OH-].[Na+] (NaOH), CO (methanol). The product is CN1CCC(CC1)(C(=O)O)S(=O)(=O)C1=CC=C(C=C1)OCCCC (1-Methyl-4-(4-butoxy-benzenesulfonyl)-piperidine-4-carboxylic acid). Reaction SMILES: C([O:3][C:4]([C:6]1([S:13]([C:16]2[CH:21]=[CH:20][C:19]([O:22][CH2:23][CH2:24][CH2:25][CH3:26])=[CH:18][CH:17]=2)(=[O:15])=[O:14])[CH2:11][CH2:10][N:9]([CH3:12])[CH2:8][CH2:7]1)=[O:5])C>CO.[OH-].[Na+]>[CH3:12][N:9]1[CH2:8][CH2:7][C:6]([S:13]([C:16]2[CH:17]=[CH:18][C:19]([O:22][CH2:23][CH2:24][CH2:25][CH3:26])=[CH:20][CH:21]=2)(=[O:15])=[O:14])([C:4]([OH:5])=[O:3])[CH2:11][CH2:10]1 |f:2.3|. Procedure: 1-Methyl-4-(4-butoxy-benzenesulfonyl)-piperidine-4-carboxylic acid was prepared stardtng from 1-methyl-4-(4-butoxy-benzenesulfonyl)-piperidine-4-carboxylic acid ethyl ester (7.6 g, 20 mmol) dissolved in methanol (300 ml) and 10N NaOH (35 ml). The resulting reaction 1A mixture was worked up outlined in example 83. Yield 6.0 g (84%); white solid; mp 195° C.; MS: 356.4 (M+H)+